Dataset: the Open Reaction Database (ORD), a public repository of structured organic reaction records. Task: describe an organic reaction: reactants, conditions, products, and yield The reactants are Nc1ccc(Br)cn1, COC=C1C(=O)NC(=O)c2ccc(-n3cccc3)cc21, CN(C)C=O. Reaction SMILES: [Br:21][c:22]1[cH:23][cH:24][c:25]([NH2:28])[n:26][cH:27]1.[CH3:1][O:2][CH:3]=[C:4]1[C:5](=[O:20])[NH:6][C:7](=[O:19])[c:8]2[cH:9][cH:10][c:11](-[n:14]3[cH:15][cH:16][cH:17][cH:18]3)[cH:12][c:13]21.[CH3:29][N:30]([CH3:31])[CH:32]=[O:33]>>[CH:3](=[C:4]1[C:5](=[O:20])[NH:6][C:7](=[O:19])[c:8]2[cH:9][cH:10][c:11](-[n:14]3[cH:15][cH:16][cH:17][cH:18]3)[cH:12][c:13]21)[NH:28][c:25]1[cH:24][cH:23][c:22]([Br:21])[cH:27][n:26]1. Product: O=C1NC(=O)c2ccc(-n3cccc3)cc2C1=CNc1ccc(Br)cn1.